Dataset: the Open Reaction Database (ORD), a public repository of structured organic reaction records. Task: describe an organic reaction: reactants, conditions, products, and yield Isolated yield 50.0%. RXN SMILES: [OH:1][CH:2]([CH2:9][CH3:10])[CH2:3][O:4][N:5]=C(C)C.OCC(ON=C(C)C)CC.[C:21]1(O)[CH:26]=[CH:25][CH:24]=[CH:23][CH:22]=1>>[O:1]([CH:2]([CH2:9][CH3:10])[CH2:3][O:4][NH2:5])[C:21]1[CH:26]=[CH:25][CH:24]=[CH:23][CH:22]=1. Reported procedure: The starting material was a mixture of 2-propanone O-(2-hydroxybutyl)oxime and 2-propanone O-(2-hydroxy-1-ethylethyl)oxime in the ratio 96.7:3.3. Phenol was used in place of 4-chlorophenol, otherwise the procedure was as in Example 1. This resulted in O-(2-phenoxybutyl)hydroxylamine (yield: 50%) and O-(2-phenoxy-1-ethylethyl)hydroxylamine in the ratio 99.8:0.2. Product: O(C1=CC=CC=C1)C(CON)CC (O-(2-phenoxybutyl)hydroxylamine). Starting materials: OC(CON=C(C)C)CC (2-propanone O-(2-hydroxybutyl)oxime), OCC(CC)ON=C(C)C (2-propanone O-(2-hydroxy-1-ethylethyl)oxime), C1(=CC=CC=C1)O (Phenol).